Dataset: the Open Reaction Database (ORD), a public repository of structured organic reaction records. Task: describe an organic reaction: reactants, conditions, products, and yield The reactants are FC(OC=1C(=C(C=CC1OC)C1=C2CCC(C2=CC=C1)=O)O)F (4-(3-(difluoromethoxy)-2-hydroxy-4-methoxyphenyl)-2,3-dihydro-1H-inden-1-one), C([O-])([O-])=O.[K+].[K+] (potassium carbonate), BrCC1=CC=C(C=C1)S(=O)(=O)C (1-bromomethyl-4-methanesulfonyl-benzene). Run in C(C)#N (acetonitrile). Conditions: temperature 70 celsius. The product is FC(OC=1C(=C(C=CC1OC)C1=C2CCC(C2=CC=C1)=O)OCC1=CC=C(C=C1)S(=O)(=O)C)F (4-[3-Difluoromethoxy-2-(4-methanesulfonyl-benzyloxy)-4-methoxy-phenyl]-indan-1-one). The yield is 20.5%. RXN SMILES: [F:1][CH:2]([F:23])[O:3][C:4]1[C:5]([OH:22])=[C:6]([C:12]2[CH:20]=[CH:19][CH:18]=[C:17]3[C:13]=2[CH2:14][CH2:15][C:16]3=[O:21])[CH:7]=[CH:8][C:9]=1[O:10][CH3:11].C(=O)([O-])[O-].[K+].[K+].Br[CH2:31][C:32]1[CH:37]=[CH:36][C:35]([S:38]([CH3:41])(=[O:40])=[O:39])=[CH:34][CH:33]=1>C(#N)C>[F:1][CH:2]([F:23])[O:3][C:4]1[C:5]([O:22][CH2:31][C:32]2[CH:33]=[CH:34][C:35]([S:38]([CH3:41])(=[O:40])=[O:39])=[CH:36][CH:37]=2)=[C:6]([C:12]2[CH:20]=[CH:19][CH:18]=[C:17]3[C:13]=2[CH2:14][CH2:15][C:16]3=[O:21])[CH:7]=[CH:8][C:9]=1[O:10][CH3:11] |f:1.2.3|. Procedure: To a stirring solution of 4-(3-(difluoromethoxy)-2-hydroxy-4-methoxyphenyl)-2,3-dihydro-1H-inden-1-one (80 mg, 0.25 mmol) in acetonitrile (10 mL) was added potassium carbonate (105 mg, 0.75 mmol) and 1-bromomethyl-4-methanesulfonyl-benzene (93 mg, 0.375 mmol) and the resultant reaction mixture was heated to 70° C. for 16 h. The reaction mixture was cooled to RT, filtered through celite and the filtrate was concentrated under reduced pressure. The residue was purified by column chromatography (si... Product: C(C)(C)(C)OC(=O)N1CCC2=C(CC1)N=C(N2COCC[Si](C)(C)C)I (2-Iodo-1-(2-trimethylsilanyl-ethoxymethyl)-4,5,7,8-tetrahydro-1H-imidazo[4,5-d]azepine-6-carboxylic acid tert-butyl ester). Run in C1CCOC1 (THF). Procedure details: To a solution of 2-iodo-4,5,7,8-tetrahydro-1H-imidazo[4,5-d]azepine-6-carboxylic acid tert-butyl ester (Preparation 28, 2.2 g, 6.06 mmol) in THF (35 mL) was added NaH (60% in paraffin oil, 254 mg, 6.36 mmol) and the resulting solution was stirred at room temperature for 1.5 hours. The reaction mixture was cooled to 0° C. and SEM-Cl (1.13 mL, 6.36 mmol) was added dropwise. As a reaction SMILES: [C:1]([O:5][C:6]([N:8]1[CH2:14][CH2:13][C:12]2[N:15]=[C:16]([I:18])[NH:17][C:11]=2[CH2:10][CH2:9]1)=[O:7])([CH3:4])([CH3:3])[CH3:2].[H-].[Na+].[CH3:21][Si:22]([CH2:25][CH2:26][O:27][CH2:28]Cl)([CH3:24])[CH3:23]>C1COCC1>[C:1]([O:5][C:6]([N:8]1[CH2:14][CH2:13][C:12]2[N:15]=[C:16]([I:18])[N:17]([CH2:28][O:27][CH2:26][CH2:25][Si:22]([CH3:24])([CH3:23])[CH3:21])[C:11]=2[CH2:10][CH2:9]1)=[O:7])([CH3:4])([CH3:2])[CH3:3] |f:1.2|. Starting materials: C(C)(C)(C)OC(=O)N1CCC2=C(CC1)N=C(N2)I (2-iodo-4,5,7,8-tetrahydro-1H-imidazo[4,5-d]azepine-6-carboxylic acid tert-butyl ester), [H-].[Na+] (NaH), C[Si](C)(C)CCOCCl (SEM-Cl). Reaction conditions: time 1.5 hour. Reactants: N(=O)[O-].[Na+] (sodium nitrite), cupric chloride dihydrate, C(C)(=O)[O-].[Na+] (sodium acetate), COC1=CC(=CC=C1)N (m-anisidine), C1(C=CC(N1)=O)=O (maleimide), C(=O)=O (dry-ice). Run in O (water), Cl (hydrochloric acid), O (water), CC(=O)C (acetone). Reaction conditions: time 0.5 hour. Product: COC=1C=C(C=CC1)C=1C(=O)NC(C1)=O (2-(m-methoxyphenyl)maleimide). Reaction SMILES: [CH3:1][O:2][C:3]1[CH:8]=[CH:7][CH:6]=[C:5](N)[CH:4]=1.N([O-])=O.[Na+].[C:14]1(=[O:20])[NH:18][C:17](=[O:19])[CH:16]=[CH:15]1.C(=O)=O.C([O-])(=O)C.[Na+]>Cl.O.CC(C)=O>[CH3:1][O:2][C:3]1[CH:4]=[C:5]([C:16]2[C:17]([NH:18][C:14](=[O:20])[CH:15]=2)=[O:19])[CH:6]=[CH:7][CH:8]=1 |f:1.2,5.6|. Reported procedure: A 61.5 g portion of m-anisidine in 150 ml of 12N hydrochloric acid and 150 ml of water was cooled in an ice-salt bath. A 35 g portion of sodium nitrite in 80 ml of water was added dropwise, with stirring over 1/2 hour. A solution of 48.5 g of maleimide in 400 ml of acetone was added together with 50 g of dry-ice. A 125 g portion of sodium acetate was added, followed immediately by 12.75 g of cupric chloride dihydrate. The mixture was allowed to stand 18 hours, then the solid was collected and dr...